Dataset: the Open Reaction Database (ORD), a public repository of structured organic reaction records. Task: describe an organic reaction: reactants, conditions, products, and yield Starting materials: CO, NP(N)(=O)NC(=O)C=Cc1ccccc1. The product is NP(N)(=O)NC(=O)CCc1ccccc1. RXN SMILES: [CH3:16][OH:17].[NH2:1][P:2](=[O:3])([NH:4][C:5]([CH:6]=[CH:7][c:8]1[cH:9][cH:10][cH:11][cH:12][cH:13]1)=[O:14])[NH2:15]>>[NH2:1][P:2](=[O:3])([NH:4][C:5]([CH2:6][CH2:7][c:8]1[cH:9][cH:10][cH:11][cH:12][cH:13]1)=[O:14])[NH2:15]. The reactants are Cl.N[C@@H]1C(N(CC1)CC=1C=C(C#N)C=CC1)=O (3-(3-(S)-amino-2-oxopyrrolidin-1-ylmethyl)benzonitrile hydrochloride), N1=CC=C(C=C1)C1=CC=C(C=C1)S(=O)(=O)Cl (4-pyridin-4-ylbenzene sulfonyl chloride). Yields the product C(#N)C=1C=C(CN2C([C@H](CC2)NS(=O)(=O)C2=CC=C(C=C2)C2=CC=NC=C2)=O)C=CC1 (4-Pyridin-4-ylbenzene sulfonic acid [1-(3-cyanobenzyl)-2-oxopyrrolidin-3-(S)-yl]amide), solid. Isolated yield 73.4%. RXN SMILES: Cl.[NH2:2][C@H:3]1[CH2:7][CH2:6][N:5]([CH2:8][C:9]2[CH:10]=[C:11]([CH:14]=[CH:15][CH:16]=2)[C:12]#[N:13])[C:4]1=[O:17].[N:18]1[CH:23]=[CH:22][C:21]([C:24]2[CH:29]=[CH:28][C:27]([S:30](Cl)(=[O:32])=[O:31])=[CH:26][CH:25]=2)=[CH:20][CH:19]=1>>[C:12]([C:11]1[CH:10]=[C:9]([CH:16]=[CH:15][CH:14]=1)[CH2:8][N:5]1[CH2:6][CH2:7][C@H:3]([NH:2][S:30]([C:27]2[CH:26]=[CH:25][C:24]([C:21]3[CH:20]=[CH:19][N:18]=[CH:23][CH:22]=3)=[CH:29][CH:28]=2)(=[O:31])=[O:32])[C:4]1=[O:17])#[N:13] |f:0.1|. Procedure details: The title compound is prepared from 3-(3-(S)-amino-2-oxopyrrolidin-1-ylmethyl)benzonitrile hydrochloride (0.2 g, 0.79 mmol) as in EXAMPLE 24, Part B using 4-pyridin-4-ylbenzene sulfonyl chloride (0.50 g, 1.98 mmol) in place of 6-methoxynaphthalene-2-sulfonyl chloride. The crude product is purified by chromatography (2.5 to 5% MeOH/CH2Cl2) to obtain a white solid (0.25 g, 0.58 mmol).